From a dataset of the Open Reaction Database (ORD), a public repository of structured organic reaction records. describe an organic reaction: reactants, conditions, products, and yield Reactants: C(C)(C)(C)OC(N(C)C)OC(C)(C)C (1,1-di-tert-butoxy-N,N-dimethylmethanamine), C(C)(C)(C)OC(N(C)C)OC(C)(C)C (1,1-Di-tert-butoxy-N,N-dimethylmethanamine), C(C1=CC=CC=C1)OC=1C=CC(=C(C1)C1=NOC(C1)(CC(=O)O)CC(=O)O)Br (2,2′-(3-(5-(benzyloxy)-2-bromophenyl)-4,5-dihydro-1,2-oxazole-5,5-diyl)diacetic acid), C(C)(C)(C)OC(N(C)C)OC(C)(C)C (1,1-di-tert-butoxy-N,N-dimethylmethanamine). Run in C1(=CC=CC=C1)C (toluene). Conditions: time 30 minute. The product is C(C1=CC=CC=C1)OC=1C=CC(=C(C1)C1=NOC(C1)(CC(=O)OC(C)(C)C)CC(=O)OC(C)(C)C)Br (Di-tert-butyl 2,2′-(3-(5-(benzyloxy)-2-bromophenyl)-4,5-dihydro-1,2-oxazole-5,5-diyl)diacetate). Isolated yield 47.0%. RXN SMILES: C([O:5][CH:6]([O:10][C:11]([CH3:14])([CH3:13])[CH3:12])N(C)C)(C)(C)C.[CH2:15]([O:22][C:23]1[CH:24]=[CH:25][C:26]([Br:42])=[C:27]([C:29]2[CH2:33][C:32]([CH2:38]C(O)=O)([CH2:34][C:35]([OH:37])=[O:36])[O:31][N:30]=2)[CH:28]=1)[C:16]1[CH:21]=[CH:20][CH:19]=[CH:18][CH:17]=1>C1(C)C=CC=CC=1>[CH2:15]([O:22][C:23]1[CH:24]=[CH:25][C:26]([Br:42])=[C:27]([C:29]2[CH2:33][C:32]([CH2:38][C:6]([O:10][C:11]([CH3:12])([CH3:13])[CH3:14])=[O:5])([CH2:34][C:35]([O:37][C:11]([CH3:14])([CH3:13])[CH3:12])=[O:36])[O:31][N:30]=2)[CH:28]=1)[C:16]1[CH:17]=[CH:18][CH:19]=[CH:20][CH:21]=1. Reported procedure: 1,1-Di-tert-butoxy-N,N-dimethylmethanamine (22.11 g) was added dropwise to a mixture of 2,2′-(3-(5-(benzyloxy)-2-bromophenyl)-4,5-dihydro-1,2-oxazole-5,5-diyl)diacetic acid (9.75 g) and toluene (100 mL) at 100 C, and the obtained mixture was stirred at 100 C for 30 minutes. Further, 1,1-di-tert-butoxy-N,N-dimethylmethanamine (5.53 g) was added thereto, and the obtained mixture was stirred at 100 C for 30 minutes. Further, 1,1-di-tert-butoxy-N,N-dimethylmethanamine (2.211 g) was added thereto, an...